This data is from the Open Reaction Database (ORD), a public repository of structured organic reaction records. The task is: describe an organic reaction: reactants, conditions, products, and yield Starting materials: O=C([O-])[O-], CCOC(=O)C1CCN(C(=O)OCC)CCC1=O, CCOC(=O)Cl, Cl, [K+], [K+], O. Yields the product CCOC(=O)N1CCCC(=O)CC1. Reaction SMILES: [C:20](=[O:21])([O-:22])[O-:23].[CH2:1]([CH3:2])[O:3][C:4](=[O:5])[N:6]1[CH2:7][CH2:8][CH:9]([C:14]([O:15][CH2:16][CH3:17])=[O:18])[C:10](=[O:13])[CH2:11][CH2:12]1.[Cl:26][C:27]([O:28][CH2:29][CH3:30])=[O:31].[ClH:32].[K+:24].[K+:25].[OH2:19]>>[CH2:1]([CH3:2])[O:3][C:4](=[O:5])[N:6]1[CH2:7][CH2:8][CH2:9][C:10](=[O:13])[CH2:11][CH2:12]1. Reactants: C(C1=CC=CC=C1)OC=1C(=NC=CC1)NC(=S)NC1=CC(=C(C=C1)Cl)Cl (N-(3-benzyloxypyrid-2-yl)-N'-(3,4-dichlorophenyl)thiourea), mercuric oxide, N (ammonia). Run at time 2 day. The product is C(C1=CC=CC=C1)OC=1C(=NC=CC1)NC(=N)NC1=CC(=C(C=C1)Cl)Cl (N-(3-Benzyloxypyrid-2-yl)-N'-(3,4-dichlorophenyl)guanidine). Reaction SMILES: [CH2:1]([O:8][C:9]1[C:10]([NH:15][C:16]([NH:18][C:19]2[CH:24]=[CH:23][C:22]([Cl:25])=[C:21]([Cl:26])[CH:20]=2)=S)=[N:11][CH:12]=[CH:13][CH:14]=1)[C:2]1[CH:7]=[CH:6][CH:5]=[CH:4][CH:3]=1.[NH3:27]>>[CH2:1]([O:8][C:9]1[C:10]([NH:15][C:16]([NH:18][C:19]2[CH:24]=[CH:23][C:22]([Cl:25])=[C:21]([Cl:26])[CH:20]=2)=[NH:27])=[N:11][CH:12]=[CH:13][CH:14]=1)[C:2]1[CH:7]=[CH:6][CH:5]=[CH:4][CH:3]=1. Reported procedure: A mixture of N-(3-benzyloxypyrid-2-yl)-N'-(3,4-dichlorophenyl)thiourea (3.59 g, 0.009 mol), yellow mercuric oxide (2.34 g, 0.011 mol) and methanolic ammonia (40 ml) was stirred for 2 days at room temperature. The solvent was removed in vacuo and the black residue was boiled with chloroform and filtered hot. Evaporation of the solvent and recrystallisation from acetonitrile gave the desired product. Yield 2.44 g (70%), m.p. 161°-162 ° C. Starting materials: 45, BrC=1C=C(C=CC1N1CCN(CC1)C1=CC=C(C=C1)OC)N1C(NN=C1)=O (4-[3-bromo-4-[4-(4-methoxyphenyl)-1-piperazinyl]-phenyl]-2,4-dihydro-3H-1,2,4-triazol-3-one), CS(=O)C (dimethyl sulfoxide), [OH-].[K+] (potassium hydroxide), BrC(C)CC (2-bromobutane). Solvent: O (water). Conditions: time 20 hour. Product: 14.7, BrC=1C=C(C=CC1N1CCN(CC1)C1=CC=C(C=C1)OC)N1C(N(N=C1)C(CC)C)=O (4-[3-bromo-4-[4-(4-methoxyphenyl)-1-piperazinyl]phenyl]-2,4-dihydro-2-(1-methylpropyl)-3H-1,2,4-triazol-3-one). Isolated yield 29.8%. Reaction SMILES: [Br:1][C:2]1[CH:3]=[C:4]([N:22]2[CH:26]=[N:25][NH:24][C:23]2=[O:27])[CH:5]=[CH:6][C:7]=1[N:8]1[CH2:13][CH2:12][N:11]([C:14]2[CH:19]=[CH:18][C:17]([O:20][CH3:21])=[CH:16][CH:15]=2)[CH2:10][CH2:9]1.CS(C)=O.[OH-].[K+].Br[CH:35]([CH2:37][CH3:38])[CH3:36]>O>[Br:1][C:2]1[CH:3]=[C:4]([N:22]2[CH:26]=[N:25][N:24]([CH:35]([CH3:36])[CH2:37][CH3:38])[C:23]2=[O:27])[CH:5]=[CH:6][C:7]=1[N:8]1[CH2:9][CH2:10][N:11]([C:14]2[CH:15]=[CH:16][C:17]([O:20][CH3:21])=[CH:18][CH:19]=2)[CH2:12][CH2:13]1 |f:2.3|. Procedure: To a stirred mixture of 45 parts of 4-[3-bromo-4-[4-(4-methoxyphenyl)-1-piperazinyl]-phenyl]-2,4-dihydro-3H-1,2,4-triazol-3-one and 90 parts of dimethyl sulfoxide were added 15 parts of potassium hydroxide (pulverized). Then there were added 6.2 parts of 2-bromobutane and the whole was stirred for 20 hours at room temperature. The reaction mixture was poured into water. The produce was extracted with trichloromethane. The extract was dried, filtered and evaporated. The residue was purified by co... The product is NC=1C=C(C=CC1)CS(=O)(=O)N(C)C ((3-aminophenyl)-N,N-dimethylmethanesulfonamide). Isolated yield 95.8%. The solvent is CO (methanol). Reagents/catalysts: [Ni] (Raney nickel). Run at time 4 hour. Reported procedure: (3-nitrophenyl)-N,N-dimethylmethanesulfonamide (2.32 g, 9.5 mmol) was hydrogenated over Raney nickel (0.5 g) in methanol at 50° C. and 70 psi for 4 h, then catalyst was filtered off, washed with warm methanol, combined filtrates were evaporated to give 1.95 g (96%) of (3-aminophenyl)-N,N-dimethylmethanesulfonamide. Reactants: [N+](=O)([O-])C=1C=C(C=CC1)CS(=O)(=O)N(C)C ((3-nitrophenyl)-N,N-dimethylmethanesulfonamide). RXN SMILES: [N+:1]([C:4]1[CH:5]=[C:6]([CH2:10][S:11]([N:14]([CH3:16])[CH3:15])(=[O:13])=[O:12])[CH:7]=[CH:8][CH:9]=1)([O-])=O>[Ni].CO>[NH2:1][C:4]1[CH:5]=[C:6]([CH2:10][S:11]([N:14]([CH3:16])[CH3:15])(=[O:13])=[O:12])[CH:7]=[CH:8][CH:9]=1. Starting materials: C(C)(=O)Cl (acetyl chloride), BrC=1C=CC(=C(N)C1)NC1CCOCC1 (5-bromo-2-(tetrahydropyran-4-yl)aminoaniline). The solvent is C1(=CC=CC=C1)C (toluene), C1(=CC=CC=C1)C (toluene). Conditions: time 2 hour. The product is Cl.BrC1=CC2=C(N(C(=N2)C)C2CCOCC2)C=C1 (5-bromo-2-methyl-1-(tetrahydropyran-4-yl)benzimidazole hydrochloride). The yield is 94.7%. RXN SMILES: [Br:1][C:2]1[CH:3]=[CH:4][C:5]([NH:9][CH:10]2[CH2:15][CH2:14][O:13][CH2:12][CH2:11]2)=[C:6]([CH:8]=1)[NH2:7].[C:16]([Cl:19])(=O)[CH3:17]>C1(C)C=CC=CC=1>[ClH:19].[Br:1][C:2]1[CH:3]=[CH:4][C:5]2[N:9]([CH:10]3[CH2:15][CH2:14][O:13][CH2:12][CH2:11]3)[C:16]([CH3:17])=[N:7][C:6]=2[CH:8]=1 |f:3.4|. Procedure details: A 2-neck flask was charged with 5-bromo-2-(tetrahydropyran-4-yl)aminoaniline (see Synthesis Example 18-2) (2.72 g, 10.0 mmol) and anhydrous toluene (20 mL) and this was refluxed. To this was added dropwise over approx. 15 m acetyl chloride (1.57 g, 20.0 mmol) in toluene solution (approx. 2.5 mL), and this was stirred under these conditions for 2 hours. After being allowed to cool to room temperature, this was concentrated under reduced pressure and the residue was reslurried in hexane (20 mL). T... Reactants: O=CNC1CCCc2ccccc21, [NH4+], O=S(=O)([O-])[O-], O=[N+]([O-])[O-]. Yields the product O=CNC1CCC(=O)c2ccccc21. As a reaction SMILES: [CH:1]1([NH:11][CH:12]=[O:13])[CH2:2][CH2:3][CH2:4][c:5]2[cH:6][cH:7][cH:8][cH:9][c:10]21.[NH4+:19].[O-:14][S:15](=[O:16])(=[O:17])[O-:18].[O-:20][N+:21](=[O:22])[O-:23]>>[CH:1]1([NH:11][CH:12]=[O:13])[CH2:2][CH2:3][C:4](=[O:14])[c:5]2[cH:6][cH:7][cH:8][cH:9][c:10]21. The reactants are C[Si](C)(C)[N-][Si](C)(C)C, Cl, O=C(Cl)Cc1cc(C(F)(F)F)cc(C(F)(F)F)c1, [Na+], C1CCOC1, O=C1NC(Cc2ccccc2)CO1. The product is O=C(Cc1cc(C(F)(F)F)cc(C(F)(F)F)c1)N1C(=O)OCC1Cc1ccccc1. As a reaction SMILES: [CH3:1][Si:2]([N-:3][Si:4]([CH3:5])([CH3:6])[CH3:7])([CH3:8])[CH3:9].[ClH:42].[F:24][C:25]([c:26]1[cH:27][c:28]([CH2:36][C:37](=[O:38])[Cl:39])[cH:29][c:30]([C:32]([F:33])([F:34])[F:35])[cH:31]1)([F:40])[F:41].[Na+:10].[O:43]1[CH2:44][CH2:45][CH2:46][CH2:47]1.[c:11]1([CH2:17][CH:18]2[NH:19][C:20](=[O:23])[O:21][CH2:22]2)[cH:12][cH:13][cH:14][cH:15][cH:16]1>>[c:11]1([CH2:17][CH:18]2[N:19]([C:37]([CH2:36][c:28]3[cH:27][c:26]([C:25]([F:24])([F:40])[F:41])[cH:31][c:30]([C:32]([F:33])([F:34])[F:35])[cH:29]3)=[O:38])[C:20](=[O:23])[O:21][CH2:22]2)[cH:12][cH:13][cH:14][cH:15][cH:16]1.